From a dataset of the Open Reaction Database (ORD), a public repository of structured organic reaction records. describe an organic reaction: reactants, conditions, products, and yield Solvent: ClCCl (dichloromethane). RXN SMILES: S(=O)(=O)(O)O.[Cl:6][C:7]1[CH:8]=[C:9]([CH:13]([C:18]2[CH:23]=[CH:22][C:21]([N+:24]([O-:26])=[O:25])=[CH:20][CH:19]=2)[CH2:14][N:15]=[C:16]=[S:17])[CH:10]=[CH:11][CH:12]=1>ClCCl>[Cl:6][C:7]1[CH:8]=[C:9]2[C:10](=[CH:11][CH:12]=1)[C:16]([SH:17])=[N:15][CH2:14][CH:13]2[C:18]1[CH:19]=[CH:20][C:21]([N+:24]([O-:26])=[O:25])=[CH:22][CH:23]=1. The reactants are S(O)(O)(=O)=O (sulfuric acid), ClC=1C=C(C=CC1)C(CN=C=S)C1=CC=C(C=C1)[N+](=O)[O-] (2-(3-chlorophenyl)-2-(4-nitrophenyl)ethyl isothiocyanate), ice water. Product: ClC=1C=C2C(CN=C(C2=CC1)S)C1=CC=C(C=C1)[N+](=O)[O-] (6-Chloro-1-mercapto-4-(4-nitrophenyl)-3,4-dihydroisoquinoline). Procedure details: 1.75 ml of concentrated sulfuric acid were added to 0.4 g (1.255 mmol) of 2-(3-chlorophenyl)-2-(4-nitrophenyl)ethyl isothiocyanate with external ice cooling and internal stirring. Stirring at RT for a further 4 hours was followed by addition of ice-water and extraction with dichloromethane. Reaction conditions: time 4 hour. Starting materials: C(C1=CC=CC=C1)OC=1C=C2C=C(NC2=CC1)\C=C\C1=C(C=CC=C1)OCCOC (5-(Benzyloxy)-2-{(E)-2-[2-(2-methoxyethoxy)phenyl]ethenyl}-1H-indole), C1(C=CC(N1)=O)=O (maleimide). Product: C(C1=CC=CC=C1)OC1=CC=2C=3C4=C(C(=CC3NC2C=C1)C1=C(C=CC=C1)OCCOC)C(NC4=O)=O (9-(Benzyloxy)-4-[2-(2-methoxyethoxy)phenyl]pyrrolo[3,4-c]carbazole-1,3(2H,6H)-dione). Isolated yield 46.0%. Reaction SMILES: [CH2:1]([O:8][C:9]1[CH:10]=[C:11]2[C:15](=[CH:16][CH:17]=1)[NH:14][C:13](/[CH:18]=[CH:19]/[C:20]1[CH:25]=[CH:24][CH:23]=[CH:22][C:21]=1[O:26][CH2:27][CH2:28][O:29][CH3:30])=[CH:12]2)[C:2]1[CH:7]=[CH:6][CH:5]=[CH:4][CH:3]=1.[C:31]1(=[O:37])[NH:35][C:34](=[O:36])[CH:33]=[CH:32]1>>[CH2:1]([O:8][C:9]1[CH:17]=[CH:16][C:15]2[NH:14][C:13]3[CH:18]=[C:19]([C:20]4[CH:25]=[CH:24][CH:23]=[CH:22][C:21]=4[O:26][CH2:27][CH2:28][O:29][CH3:30])[C:33]4[C:34](=[O:36])[NH:35][C:31](=[O:37])[C:32]=4[C:12]=3[C:11]=2[CH:10]=1)[C:2]1[CH:7]=[CH:6][CH:5]=[CH:4][CH:3]=1. Reported procedure: Reaction of (852) with maleimide using the procedure described in method 4a gave the adduct (CIII; Ar=2-(2-methoxyethoxy)phenyl, R10═H (853), which was used without further purification. Aromatisation of (853) with MnO2 using the procedure described in example 79 gave (854) (46%) as an orange solid, mp 157–159° C., which was used without further purification. The reactants are NC=1C=C(CN2C[C@@H](CC2)NC(CNC(C2=C(C=CC(=C2)C(F)(F)F)NC(=O)OC(C)(C)C)=O)=O)C=CC1OC ((R)-1-(3-amino-4-methoxybenzyl)-3-[{N-(2-(tert-butoxycarbonylamino)-5-trifluoromethylbenzoyl)glycyl}amino]pyrrolidine), C(C)(=O)OC(C)=O (acetic anhydride), CO (methanol). The solvent is N1=CC=CC=C1 (pyridine). Conditions: time 8 hour. Product: C(C)(=O)NC=1C=C(CN2C[C@@H](CC2)NC(CNC(C2=C(C=CC(=C2)C(F)(F)F)NC(=O)OC(C)(C)C)=O)=O)C=CC1OC ((R)-1-(3-acetylamino-4-methoxybenzyl)-3-[{N-(2-(tert-butoxycarbonylamino)-5-trifluoromethylbenzoyl)glycyl}amino]pyrrolidine). Reaction SMILES: [NH2:1][C:2]1[CH:3]=[C:4]([CH:36]=[CH:37][C:38]=1[O:39][CH3:40])[CH2:5][N:6]1[CH2:10][CH2:9][C@@H:8]([NH:11][C:12](=[O:35])[CH2:13][NH:14][C:15](=[O:34])[C:16]2[CH:21]=[C:20]([C:22]([F:25])([F:24])[F:23])[CH:19]=[CH:18][C:17]=2[NH:26][C:27]([O:29][C:30]([CH3:33])([CH3:32])[CH3:31])=[O:28])[CH2:7]1.[C:41](OC(=O)C)(=[O:43])[CH3:42].CO>N1C=CC=CC=1>[C:41]([NH:1][C:2]1[CH:3]=[C:4]([CH:36]=[CH:37][C:38]=1[O:39][CH3:40])[CH2:5][N:6]1[CH2:10][CH2:9][C@@H:8]([NH:11][C:12](=[O:35])[CH2:13][NH:14][C:15](=[O:34])[C:16]2[CH:21]=[C:20]([C:22]([F:25])([F:24])[F:23])[CH:19]=[CH:18][C:17]=2[NH:26][C:27]([O:29][C:30]([CH3:31])([CH3:32])[CH3:33])=[O:28])[CH2:7]1)(=[O:43])[CH3:42]. Procedure details: To a solution of (R)-1-(3-amino-4-methoxybenzyl)-3-[{N-(2-(tert-butoxycarbonylamino)-5-trifluoromethylbenzoyl)glycyl}amino]pyrrolidine (50.5 mg)in pyridine (1 mL) was added acetic anhydride (1 mL). The reaction mixture was stirred at room temperature overnight and methanol was added. The mixture was evaporated, and 1 N NaOH solution was added. The mixture was extracted with ethyl acetate and the organic layer was concentrated. Preparative TLC gave (R)-1-(3-acetylamino-4-methoxybenzyl)-3-[{N-(2-(... The reactants are COC1=CC(=C(C=C1)[C@@H](CC(=O)OCC)\C=C\C)C ((S,E)-ethyl 3-(4-methoxy-2-methyl phenyl)hex-4-enoate), C(Cl)Cl (DCM), B(Br)(Br)Br (boron tribromide). Run at time 1 hour. Product: OC1=CC(=C(C=C1)[C@@H](CC(=O)OCC)\C=C\C)C ((S,E)-Ethyl 3-(4-hydroxy-2-methylphenyl)hex-4-enoate). Isolated yield 24.2%. As a reaction SMILES: C[O:2][C:3]1[CH:8]=[CH:7][C:6]([C@H:9](/[CH:16]=[CH:17]/[CH3:18])[CH2:10][C:11]([O:13][CH2:14][CH3:15])=[O:12])=[C:5]([CH3:19])[CH:4]=1.C(Cl)Cl.B(Br)(Br)Br>>[OH:2][C:3]1[CH:8]=[CH:7][C:6]([C@H:9](/[CH:16]=[CH:17]/[CH3:18])[CH2:10][C:11]([O:13][CH2:14][CH3:15])=[O:12])=[C:5]([CH3:19])[CH:4]=1. Procedure: To a stirred solution of (S,E)-ethyl 3-(4-methoxy-2-methylphenyl)hex-4-enoate 28.6 (0.500 g, 2 mmol) in DCM (19 mL, 2 mmol) at 0° C. was added boron tribromide (9 mL, 9 mmol). The resulting mixture was stirred for 1 hour. The reaction wasquenched by the addition of pH 7 buffer. The resulting mixture was extracted with DCM. The organic layer was dried over MgSO4, filtered and concentrated in vacuo. The resulting product was purified by silica gel flash chromatography (0-10% EtOAc/hexane) to affor... Reactants: C(C)(C)OC1=C(C=CC=C1)N1CCNCC1.C(\C=C\C(=O)O)(=O)O.C(\C=C\C(=O)O)(=O)O (Difumarate 1-(2-isopropoxy-phenyl)-piperazine), 1a, [OH-].[Na+] (NaOH). Run in ClCCl (dichloromethane). Product: C(C)(C)OC1=C(C=CC=C1)N1CCNCC1 (1-(2-isopropoxy-phenyl)-piperazine), 1b. As a reaction SMILES: [CH:1]([O:4][C:5]1[CH:10]=[CH:9][CH:8]=[CH:7][C:6]=1[N:11]1[CH2:16][CH2:15][NH:14][CH2:13][CH2:12]1)([CH3:3])[CH3:2].C(O)(=O)/C=C/C(O)=O.C(O)(=O)/C=C/C(O)=O.[OH-].[Na+]>ClCCl>[CH:1]([O:4][C:5]1[CH:10]=[CH:9][CH:8]=[CH:7][C:6]=1[N:11]1[CH2:16][CH2:15][NH:14][CH2:13][CH2:12]1)([CH3:3])[CH3:2] |f:0.1.2,3.4|. Reported procedure: Difumarate 1-(2-isopropoxy-phenyl)-piperazine Compound 1a (10 g, 29.7 mmol) was mixed with dichloromethane (DCM, 100 mL) and treated with 1N NaOH (80 mL). The two resulting layers were separated and the aqueous layer was extracted with DCM (20 mL×3) and the combined organic extracts were dried over K2CO3. The free base 1-(2-isopropoxy-phenyl)-piperazine Compound 1b (6.5 g) was obtained by evaporating the solvent from the filtered dry solution using a rotary evaporator.